From a dataset of the Open Reaction Database (ORD), a public repository of structured organic reaction records. describe an organic reaction: reactants, conditions, products, and yield The reactants are C([O-])([O-])=O.[K+].[K+] (potassium carbonate), IC1=C(C=C(C=C1)O)OC (4-iodo-3-methoxyphenol), BrCC(=O)OC(C)(C)C (Tert-butyl bromoacetate). Run in O (water), CN(C)C=O (DMF). Reaction conditions: temperature 70 celsius, time 8 hour. Yields the product C(C)(C)(C)OC(COC1=CC(=C(C=C1)I)OC)=O (tert-butyl(4-iodo-3-methoxyphenoxy)acetate). Reaction SMILES: [I:1][C:2]1[CH:7]=[CH:6][C:5]([OH:8])=[CH:4][C:3]=1[O:9][CH3:10].C(=O)([O-])[O-].[K+].[K+].Br[CH2:18][C:19]([O:21][C:22]([CH3:25])([CH3:24])[CH3:23])=[O:20]>CN(C=O)C.O>[C:22]([O:21][C:19](=[O:20])[CH2:18][O:8][C:5]1[CH:6]=[CH:7][C:2]([I:1])=[C:3]([O:9][CH3:10])[CH:4]=1)([CH3:25])([CH3:24])[CH3:23] |f:1.2.3|. Reported procedure: Compound 1 (0.8 g, 3.19 mmol) was dissolved in dry DMF (30 ml). Dried potassium carbonate (1.32 g, 9.57 mmol) was added and the mixture was deaerated with argon. Tert-butyl bromoacetate (0.71 ml, 4.78 mmol) was added to the mixture and the reaction was stirred overnight at 70° C. The reaction mixture was cooled to room temperature and diluted with water (20 ml). The product was extracted with diethyl ether (3×50 ml) and dried over sodium sulphate. The product was purified by flash chromatography... Starting materials: CCN(C(C)C)C(C)C, Cc1cc(C(=O)c2cc(Cl)ncn2)cc2oc(=O)[nH]c12, O=C1Nc2ccccc2C2(CCNCC2)N1, CN(C)C=O. Product: Cc1cc(C(=O)c2cc(N3CCC4(CC3)NC(=O)Nc3ccccc34)ncn2)cc2oc(=O)[nH]c12. As a reaction SMILES: [CH:37]([N:38]([CH2:39][CH3:40])[CH:41]([CH3:42])[CH3:43])([CH3:44])[CH3:45].[Cl:1][c:2]1[cH:3][c:4]([C:8](=[O:9])[c:10]2[cH:11][c:12]3[c:13]([nH:14][c:15](=[O:17])[o:16]3)[c:18]([CH3:20])[cH:19]2)[n:5][cH:6][n:7]1.[NH:21]1[C:22](=[O:36])[NH:23][C:24]2([CH2:25][CH2:26][NH:27][CH2:28][CH2:29]2)[c:30]2[cH:31][cH:32][cH:33][cH:34][c:35]21.[O:46]=[CH:47][N:48]([CH3:49])[CH3:50]>>[c:2]1([N:27]2[CH2:26][CH2:25][C:24]3([NH:23][C:22](=[O:36])[NH:21][c:35]4[c:30]3[cH:31][cH:32][cH:33][cH:34]4)[CH2:29][CH2:28]2)[cH:3][c:4]([C:8](=[O:9])[c:10]2[cH:11][c:12]3[c:13]([nH:14][c:15](=[O:17])[o:16]3)[c:18]([CH3:20])[cH:19]2)[n:5][cH:6][n:7]1. The reactants are N1(CCCCC1)C1=CNC2=CC=CC=C12 (3-piperidin-1-yl-1H-indole), FC1=C(C=C(CNC(=O)C2=CC=C(C=C2)S(=O)(=O)Cl)C=C1)OC (4-(4-fluoro-3-methoxy-benzylcarbamoyl)-benzenesulfonyl chloride). Run in O1CCOCC1 (dioxane), CCOC(=O)C (EtOAc). Run at time 30 minute. The product is Cl.FC1=C(C=C(CNC(C2=CC=C(C=C2)S(=O)(=O)N2C=C(C3=CC=CC=C23)N2CCCCC2)=O)C=C1)OC (N-(4-Fluoro-3-methoxy-benzyl)-4-(3-piperidin-1-yl-indole-1-sulfonyl)-benzamide Hydrochloride). Yield: 50.1%. RXN SMILES: [N:1]1([C:7]2[C:15]3[C:10](=[CH:11][CH:12]=[CH:13][CH:14]=3)[NH:9][CH:8]=2)[CH2:6][CH2:5][CH2:4][CH2:3][CH2:2]1.[F:16][C:17]1[CH:36]=[CH:35][C:20]([CH2:21][NH:22][C:23]([C:25]2[CH:30]=[CH:29][C:28]([S:31]([Cl:34])(=[O:33])=[O:32])=[CH:27][CH:26]=2)=[O:24])=[CH:19][C:18]=1[O:37][CH3:38]>O1CCOCC1.CCOC(C)=O>[ClH:34].[F:16][C:17]1[CH:36]=[CH:35][C:20]([CH2:21][NH:22][C:23](=[O:24])[C:25]2[CH:26]=[CH:27][C:28]([S:31]([N:9]3[C:10]4[C:15](=[CH:14][CH:13]=[CH:12][CH:11]=4)[C:7]([N:1]4[CH2:2][CH2:3][CH2:4][CH2:5][CH2:6]4)=[CH:8]3)(=[O:33])=[O:32])=[CH:29][CH:30]=2)=[CH:19][C:18]=1[O:37][CH3:38] |f:4.5|. Procedure details: Add KotBu (211 mg, 1.88 mmol) to a solution of 3-piperidin-1-yl-1H-indole (299 mg, 1.49 mmol) in dioxane (15 mL). Stir the yellow solution at RT for 30 min then treat with 4-(4-fluoro-3-methoxy-benzylcarbamoyl)-benzenesulfonyl chloride (560 mg, 1.56 mmol). Stir the solution at RT for an additional 2 h, then dilute with EtOAc (50 mL) and wash with satd NaHCO3 (25 mL). Remove the organic phase and extract the aqueous layer with additional EtOAc (50 mL). Combine the organic solutions, dry over Na2S...